describe an organic reaction: reactants, conditions, products, and yield From a dataset of the Open Reaction Database (ORD), a public repository of structured organic reaction records. Starting materials: CC(=O)O, CCOC(C)=O, Fc1cccc(C23COC(C(F)(F)F)C2CON3)c1F, [Zn]. Yields the product NC1(c2cccc(F)c2F)COC(C(F)(F)F)C1CO. RXN SMILES: [CH3:21][C:22](=[O:23])[OH:24].[CH3:25][CH2:26][O:27][C:28]([CH3:29])=[O:30].[F:1][c:2]1[c:3]([C:9]23[NH:10][O:11][CH2:12][CH:13]2[CH:14]([C:17]([F:18])([F:19])[F:20])[O:15][CH2:16]3)[cH:4][cH:5][cH:6][c:7]1[F:8].[Zn:31]>>[F:1][c:2]1[c:3]([C:9]2([NH2:10])[CH:13]([CH2:12][OH:11])[CH:14]([C:17]([F:18])([F:19])[F:20])[O:15][CH2:16]2)[cH:4][cH:5][cH:6][c:7]1[F:8]. Starting materials: ClCl (Chlorine), NC=1C=CC2=C(C(=NC(C(N2C)=O)(C)C)C2=C(C=CC=C2)F)C1 (7-amino-5-(o-fluorophenyl)-1,3-dihydro-1,3,3-trimethyl-2H-1,4-benzodiazepin-2-one). The solvent is Cl (hydrochloric acid). Product: ether-petroleum ether, NC=1C=CC2=C(C(=NC(C(N2C)=O)(C)C)C2=C(C=CC=C2)F)C1Cl (7-amino-6-chloro-5-(o-fluorophenyl)-1,3-dihydro-1,3,3-trimethyl-2H-1,4-benzodiazepin-2-one). RXN SMILES: [Cl:1]Cl.[NH2:3][C:4]1[CH:5]=[CH:6][C:7]2[N:13]([CH3:14])[C:12](=[O:15])[C:11]([CH3:17])([CH3:16])[N:10]=[C:9]([C:18]3[CH:23]=[CH:22][CH:21]=[CH:20][C:19]=3[F:24])[C:8]=2[CH:25]=1>Cl>[NH2:3][C:4]1[CH:5]=[CH:6][C:7]2[N:13]([CH3:14])[C:12](=[O:15])[C:11]([CH3:17])([CH3:16])[N:10]=[C:9]([C:18]3[CH:23]=[CH:22][CH:21]=[CH:20][C:19]=3[F:24])[C:8]=2[C:25]=1[Cl:1]. Procedure details: Chlorine gas is conducted slowly at between -5° and 0° through a solution of 6 g (0.019 mol) of 7-amino-5-(o-fluorophenyl)-1,3-dihydro-1,3,3-trimethyl-2H-1,4-benzodiazepin-2-one in 70 ml of concentrated hydrochloric acid until the starting material has almost completely been consumed. The reaction mixture is poured into a mixture of ice and soda solution, whereupon it is extracted with methylene chloride and the extract is dried and evaporated. The residue is chromatographed on 300 g of silica g... The reactants are [NH2-].[Li+] (lithium amide), C(C=C)O (allyl alcohol), COC(CCC1=CC(=C(C(=C1)C(C)(C)C)O)C(C)(C)C)=O (3-(3,5-di-t-butyl-4-hydroxyphenyl)-propionic acid methyl ester), C1(=CC=CC=C1)C (toluene). Run in C(C)(=O)O (acetic acid). Reaction conditions: temperature 150 celsius. Product: C(C=C)OC(CCC1=CC(=C(C(=C1)C(C)(C)C)O)C(C)(C)C)=O (3-(3,5-Di-t-butyl-4-hydroxyphenyl)-propionic acid allyl ester). RXN SMILES: [NH2-].[Li+].[CH2:3]([OH:6])[CH:4]=[CH2:5].C[O:8][C:9](=O)[CH2:10][CH2:11][C:12]1[CH:17]=[C:16]([C:18]([CH3:21])([CH3:20])[CH3:19])[C:15]([OH:22])=[C:14]([C:23]([CH3:26])([CH3:25])[CH3:24])[CH:13]=1.C1(C)C=CC=CC=1>C(O)(=O)C>[CH2:3]([O:6][C:9](=[O:8])[CH2:10][CH2:11][C:12]1[CH:17]=[C:16]([C:18]([CH3:19])([CH3:21])[CH3:20])[C:15]([OH:22])=[C:14]([C:23]([CH3:26])([CH3:25])[CH3:24])[CH:13]=1)[CH:4]=[CH2:5] |f:0.1|. Procedure: 0.2 g of lithium amide and in the course of 5 hours 38 g of allyl alcohol are added at 150° C. under nitrogen to 146 g of 3-(3,5-di-t-butyl-4-hydroxyphenyl)-propionic acid methyl ester. After completion of the addition, stirring is maintained at 150° C. for a further 10 hours. The brownish reaction mixture is cooled to about 100° C., and 150 ml of toluene, 0.5 g of concentrated acetic acid and 10 g of "Celite Hyflow Supercel" (product of Johns Manville Corp., USA) are added. There is thus obtain... RXN SMILES: [Al+3:2].[H-:1].[H-:4].[H-:5].[H-:6].[Li+:3].[O:51]1[CH2:52][CH2:53][CH2:54][CH2:55]1.[O:7]1[CH:8]([O:13][CH:14]2[CH2:15][CH:16]([O:44][CH:45]3[O:46][CH2:47][CH2:48][CH2:49][CH2:50]3)[CH2:17][C:18]3=[CH:19][CH2:20][CH:21]4[CH:22]5[CH2:23][CH2:24][CH:25]([CH:26]([CH2:27][CH2:28][CH2:29][C:30]([CH2:31][OH:32])([CH3:33])[OH:34])[CH2:35][OH:36])[C:37]5([CH3:43])[CH2:38][CH2:39][CH:40]4[C:41]23[CH3:42])[CH2:9][CH2:10][CH2:11][CH2:12]1>>[O:7]1[CH:8]([O:13][CH:14]2[CH2:15][CH:16]([O:44][CH:45]3[O:46][CH2:47][CH2:48][CH2:49][CH2:50]3)[CH2:17][C:18]3=[CH:19][CH2:20][CH:21]4[CH:22]5[CH2:23][CH2:24][CH:25]([CH:26]([CH2:27][CH2:28][CH2:29][C:30]([CH2:31][OH:32])([CH3:33])[OH:34])[CH3:35])[C:37]5([CH3:43])[CH2:38][CH2:39][CH:40]4[C:41]23[CH3:42])[CH2:9][CH2:10][CH2:11][CH2:12]1. Product: CC(CCCC(C)(O)CO)C1CCC2C3CC=C4CC(OC5CCCCO5)CC(OC5CCCCO5)C4(C)C3CCC12C. Starting materials: [Al+3], [H-], [H-], [H-], [H-], [Li+], C1CCOC1, CC(O)(CO)CCCC(CO)C1CCC2C3CC=C4CC(OC5CCCCO5)CC(OC5CCCCO5)C4(C)C3CCC12C. Reactants: COc1ccc2c(C)noc2c1CCN1CCC(n2ccc3ccc(C(N)=O)cc32)CC1, CI, CN(C)C=O, CCOC(C)=O, [H-], [Na+], O. Yields the product CNC(=O)c1ccc2ccn(C3CCN(CCc4c(OC)ccc5c(C)noc45)CC3)c2c1. As a reaction SMILES: [CH3:1][O:2][c:3]1[c:4]([CH2:13][CH2:14][N:15]2[CH2:16][CH2:17][CH:18]([n:21]3[cH:22][cH:23][c:24]4[cH:25][cH:26][c:27]([C:30](=[O:31])[NH2:32])[cH:28][c:29]34)[CH2:19][CH2:20]2)[c:5]2[c:6]([c:7]([CH3:10])[n:8][o:9]2)[cH:11][cH:12]1.[CH3:35][I:36].[CH3:38][N:39]([CH3:40])[CH:41]=[O:42].[CH3:43][CH2:44][O:45][C:46](=[O:47])[CH3:48].[H-:33].[Na+:34].[OH2:37]>>[CH3:1][O:2][c:3]1[c:4]([CH2:13][CH2:14][N:15]2[CH2:16][CH2:17][CH:18]([n:21]3[cH:22][cH:23][c:24]4[cH:25][cH:26][c:27]([C:30](=[O:31])[NH:32][CH3:35])[cH:28][c:29]34)[CH2:19][CH2:20]2)[c:5]2[c:6]([c:7]([CH3:10])[n:8][o:9]2)[cH:11][cH:12]1.